Dataset: the Open Reaction Database (ORD), a public repository of structured organic reaction records. Task: describe an organic reaction: reactants, conditions, products, and yield The reactants are OC1=CC=C(C=C1)C1(CCOCC1)C#N (4-(4-hydroxy-phenyl)-tetrahydro-pyran-4-carbonitrile), [Si](C)(C)(C(C)(C)C)Cl (t-butyldimethylsilyl chloride), N1C=NC=C1 (imidazole). Solvent: CN(C)C=O (DMF). Conditions: time 30 minute. Product: [Si](C)(C)(C(C)(C)C)OC1=CC=C(C=C1)C1(CCOCC1)C#N (4-(4-{[tert-butyl(dimethyl)silyl]oxy}phenyl)tetrahydro-2H-pyran-4-carbonitrile), solid. The yield is 90.0%. As a reaction SMILES: [OH:1][C:2]1[CH:7]=[CH:6][C:5]([C:8]2([C:14]#[N:15])[CH2:13][CH2:12][O:11][CH2:10][CH2:9]2)=[CH:4][CH:3]=1.[Si:16](Cl)([C:19]([CH3:22])([CH3:21])[CH3:20])([CH3:18])[CH3:17].N1C=CN=C1>CN(C=O)C>[Si:16]([O:1][C:2]1[CH:7]=[CH:6][C:5]([C:8]2([C:14]#[N:15])[CH2:13][CH2:12][O:11][CH2:10][CH2:9]2)=[CH:4][CH:3]=1)([C:19]([CH3:22])([CH3:21])[CH3:20])([CH3:18])[CH3:17]. Procedure: A solution of 4-(4-hydroxy-phenyl)-tetrahydro-pyran-4-carbonitrile (5 g, 25 mmol), t-butyldimethylsilyl chloride (4.46 g, 29 mmol) and imidazole (2.34 g, 34 mmol) were stirred in DMF (15 ml) at room temperature. After 30 minutes, a yellow suspension was observed. The reaction was partitioned between ether (75 ml) and water (100 ml). The ether was then washed further with water (4×50 ml), dried over sodium sulphate, filtered and concentrated in vacuo. The title compound was isolated as a pale ora... Starting materials: [Li]CCCC, COCOc1cccc(OC)c1OC, CCOCC, CC(C)OB1OC(C)(C)C(C)(C)O1. The product is COCOc1c(B2OC(C)(C)C(C)(C)O2)ccc(OC)c1OC. Reaction SMILES: [CH2:15]([Li:16])[CH2:17][CH2:18][CH3:19].[CH3:1][O:2][c:3]1[c:4]([O:13][CH3:14])[c:5]([O:9][CH2:10][O:11][CH3:12])[cH:6][cH:7][cH:8]1.[CH3:33][CH2:34][O:35][CH2:36][CH3:37].[CH:20]([O:21][B:24]1[O:25][C:26]([CH3:31])([CH3:32])[C:27]([CH3:29])([CH3:30])[O:28]1)([CH3:22])[CH3:23]>>[CH3:1][O:2][c:3]1[c:4]([O:13][CH3:14])[c:5]([O:9][CH2:10][O:11][CH3:12])[c:6]([B:24]2[O:25][C:26]([CH3:31])([CH3:32])[C:27]([CH3:29])([CH3:30])[O:28]2)[cH:7][cH:8]1. Reactants: CCNC(=O)NOCC(=O)O, CCOC(OCC)C(C)N(Cc1cccc2ccccc12)C(=O)C(N)CC(=O)NC(c1ccccc1)(c1ccccc1)c1ccccc1. The product is CCNC(=O)NOCC(=O)NC(CC(=O)NC(c1ccccc1)(c1ccccc1)c1ccccc1)C(=O)N(Cc1cccc2ccccc12)C(C)C(OCC)OCC. As a reaction SMILES: [CH2:1]([CH3:2])[NH:3][C:4]([NH:5][O:6][CH2:7][C:8](=[O:9])[OH:10])=[O:11].[NH2:12][CH:13]([C:14](=[O:15])[N:16]([CH2:17][c:18]1[cH:19][cH:20][cH:21][c:22]2[cH:23][cH:24][cH:25][cH:26][c:27]12)[CH:28]([CH:29]([O:30][CH2:31][CH3:32])[O:33][CH2:34][CH3:35])[CH3:36])[CH2:37][C:38](=[O:39])[NH:40][C:41]([c:42]1[cH:43][cH:44][cH:45][cH:46][cH:47]1)([c:48]1[cH:49][cH:50][cH:51][cH:52][cH:53]1)[c:54]1[cH:55][cH:56][cH:57][cH:58][cH:59]1>>[CH2:1]([CH3:2])[NH:3][C:4]([NH:5][O:6][CH2:7][C:8](=[O:10])[NH:12][CH:13]([C:14](=[O:15])[N:16]([CH2:17][c:18]1[cH:19][cH:20][cH:21][c:22]2[cH:23][cH:24][cH:25][cH:26][c:27]12)[CH:28]([CH:29]([O:30][CH2:31][CH3:32])[O:33][CH2:34][CH3:35])[CH3:36])[CH2:37][C:38](=[O:39])[NH:40][C:41]([c:42]1[cH:43][cH:44][cH:45][cH:46][cH:47]1)([c:48]1[cH:49][cH:50][cH:51][cH:52][cH:53]1)[c:54]1[cH:55][cH:56][cH:57][cH:58][cH:59]1)=[O:11]. Reactants: BrC=1N=C(C(=NC1CC)N[C@H]1[C@H](CC2=CC=CC=C12)O)CC ((1R,2S)-1-[(5-bromo-3,6-diethylpyrazin-2-yl)amino]-2,3-dihydro-1H-inden-2-ol), C(C)C=1C(=NC(=CN1)CC)NC1CCCC2=CC=C(C=C12)OC (3,6-diethyl-N-(7-methoxy-1,2,3,4-tetrahydronaphthalen-1-yl)pyrazin-2-amine). Yields the product BrC=1N=C(C(=NC1CC)NC1CCCC2=CC=C(C=C12)OC)CC (5-bromo-3,6-diethyl-N-(7-methoxy-1,2,3,4-tetrahydronaphthalen-1-yl)pyrazin-2-amine). Reaction SMILES: [Br:1][C:2]1[N:3]=[C:4]([CH2:21][CH3:22])[C:5]([NH:10][C@@H]2C3C(=CC=CC=3)C[C@@H]2O)=[N:6][C:7]=1[CH2:8][CH3:9].C(C1C(N[CH:34]2[C:43]3[C:38](=[CH:39][CH:40]=[C:41]([O:44][CH3:45])[CH:42]=3)[CH2:37][CH2:36][CH2:35]2)=NC(CC)=CN=1)C>>[Br:1][C:2]1[N:3]=[C:4]([CH2:21][CH3:22])[C:5]([NH:10][CH:34]2[C:43]3[C:38](=[CH:39][CH:40]=[C:41]([O:44][CH3:45])[CH:42]=3)[CH2:37][CH2:36][CH2:35]2)=[N:6][C:7]=1[CH2:8][CH3:9]. Procedure: Following the procedure for the preparation of (1R,2S)-1-[(5-bromo-3,6-diethylpyrazin-2-yl)amino]-2,3-dihydro-1H-inden-2-ol but substituting 3,6-diethyl-N-(7-methoxy-1,2,3,4-tetrahydronaphthalen-1-yl)pyrazin-2-amine and making non-critical variations provided the title compound as a oil: 1H NMR (400 MHz, CDCl3) δ 7.08, 6.88, 6.81, 5.36, 4.52, 3.76, 2.79, 2.56, 2.08, 1.91, 1.31; (FAB) calcd for C19H24BrN3O+H 390.0, found 390.0. Reactants: C(\C=C\CCCCCCC)(=O)C1=CNC2=CC=CC=C12 ((E)-3-(2-decenoyl)indole), C(CCCCCC)(=O)C1=CNC2=CC=CC=C12 (3-heptanoylindole), BrCCCC(=O)OCC1=CC=C(C=C1)OC (4-methoxybenzyl 4-bromobutyrate). Product: C(\C=C\CCCCCCC)(=O)C1=CN(C2=CC=CC=C12)CCCC(=O)OCC1=CC=C(C=C1)OC ((E)-4-methoxybenzyl 4-[3-(2-decenoyl)-1-indolyl]butyrate). RXN SMILES: [C:1]([C:12]1[C:20]2[C:15](=[CH:16][CH:17]=[CH:18][CH:19]=2)[NH:14][CH:13]=1)(=[O:11])/[CH:2]=[CH:3]/[CH2:4][CH2:5][CH2:6][CH2:7][CH2:8][CH2:9][CH3:10].C(C1C2C(=CC=CC=2)NC=1)(=O)CCCCCC.Br[CH2:39][CH2:40][CH2:41][C:42]([O:44][CH2:45][C:46]1[CH:51]=[CH:50][C:49]([O:52][CH3:53])=[CH:48][CH:47]=1)=[O:43]>>[C:1]([C:12]1[C:20]2[C:15](=[CH:16][CH:17]=[CH:18][CH:19]=2)[N:14]([CH2:39][CH2:40][CH2:41][C:42]([O:44][CH2:45][C:46]2[CH:51]=[CH:50][C:49]([O:52][CH3:53])=[CH:48][CH:47]=2)=[O:43])[CH:13]=1)(=[O:11])/[CH:2]=[CH:3]/[CH2:4][CH2:5][CH2:6][CH2:7][CH2:8][CH2:9][CH3:10]. Reported procedure: The procedure of Ex. 1 was repeated except that (E)-3-(2-decenoyl)indole obtained in Pre. Ex. 23 was used in place of 3-heptanoylindole, and 4-methoxybenzyl 4-bromobutyrate was used in place of 4-bromobutyrate to give (E)-4-methoxybenzyl 4-[3-(2-decenoyl)-1-indolyl]butyrate. The reactants are FC(F)(F)c1cccc(C2CC2CBr)c1, CCCn1c(=O)c2c(nc(-c3cn[nH]c3)n2COCC[Si](C)(C)C)n(CCC)c1=O, CC(C)=O, [K+], [K+], O=C([O-])[O-]. Product: CCCn1c(=O)c2c(nc(-c3cnn(CC4CC4c4cccc(C(F)(F)F)c4)c3)n2COCC[Si](C)(C)C)n(CCC)c1=O. Reaction SMILES: [Br:31][CH2:32][CH:33]1[CH:34]([c:36]2[cH:37][c:38]([C:42]([F:43])([F:44])[F:45])[cH:39][cH:40][cH:41]2)[CH2:35]1.[CH2:1]([CH2:2][CH3:3])[n:4]1[c:5](=[O:30])[n:6]([CH2:27][CH2:28][CH3:29])[c:7]2[n:8][c:9](-[c:22]3[cH:23][n:24][nH:25][cH:26]3)[n:10]([CH2:14][O:15][CH2:16][CH2:17][Si:18]([CH3:19])([CH3:20])[CH3:21])[c:11]2[c:12]1=[O:13].[CH3:52][C:53](=[O:54])[CH3:55].[K+:46].[K+:47].[O-:48][C:49]([O-:50])=[O:51]>>[CH2:1]([CH2:2][CH3:3])[n:4]1[c:5](=[O:30])[n:6]([CH2:27][CH2:28][CH3:29])[c:7]2[n:8][c:9](-[c:22]3[cH:23][n:24]([CH2:32][CH:33]4[CH:34]([c:36]5[cH:37][c:38]([C:42]([F:43])([F:44])[F:45])[cH:39][cH:40][cH:41]5)[CH2:35]4)[n:25][cH:26]3)[n:10]([CH2:14][O:15][CH2:16][CH2:17][Si:18]([CH3:19])([CH3:20])[CH3:21])[c:11]2[c:12]1=[O:13]. Starting materials: ClC(Cl)(OC(OC(Cl)(Cl)Cl)=O)Cl (Triphosgene), NC1=C(C(=O)NC2=C(C(=CC=C2)Br)Cl)C=CC=C1F (amino-N-(3-bromo-2-chlorophenyl)-3-fluorobenzamide), O (water). Solvent: C1CCOC1 (THF). Run at time 1 hour. The product is BrC=1C(=C(C=CC1)N1C(NC2=C(C=CC=C2C1=O)F)=O)Cl (3-(3-bromo-2-chlorophenyl)-8-fluoroquinazoline-2,4(1H,3H)-dione). Yield: 85.0%. RXN SMILES: Cl[C:2](Cl)([O:4]C(=O)OC(Cl)(Cl)Cl)Cl.[NH2:13][C:14]1[C:30]([F:31])=[CH:29][CH:28]=[CH:27][C:15]=1[C:16]([NH:18][C:19]1[CH:24]=[CH:23][CH:22]=[C:21]([Br:25])[C:20]=1[Cl:26])=[O:17].O>C1COCC1>[Br:25][C:21]1[C:20]([Cl:26])=[C:19]([N:18]2[C:16](=[O:17])[C:15]3[C:14](=[C:30]([F:31])[CH:29]=[CH:28][CH:27]=3)[NH:13][C:2]2=[O:4])[CH:24]=[CH:23][CH:22]=1. Procedure details: Triphosgene (453 mg, 1.53 mmol) was added in one portion to a solution of amino-N-(3-bromo-2-chlorophenyl)-3-fluorobenzamide (350 mg, 1.019 mmol) in THF (10 mL) at 0° C. The mixture was stirred at room temperature for 1 h, then was cooled to 0° C. and treated with water until no more gas evolution was observed. The mixture was concentrated and the residue was dissolved in EtOAc, washed sequentially with saturated aqueous NaHCO3, water and brine, and dried and concentrated. The residue was purifi...